This data is from the Open Reaction Database (ORD), a public repository of structured organic reaction records. The task is: describe an organic reaction: reactants, conditions, products, and yield Reactants: FC1=C(CBr)C(=C(C(=C1F)F)F)F (2,3,4,5,6-pentafluorobenzylbromide), C1(=CC=CC=C1)P(C1=CC=CC=C1)C1=CC=CC=C1 (triphenyl phosphine). Solvent: C(C)OCC (diethyl ether). Conditions: temperature 130 celsius. Product: [Br-].FC1=C(C[P+](C2=CC=CC=C2)(C2=CC=CC=C2)C2=CC=CC=C2)C(=C(C(=C1F)F)F)F (2,3,4,5,6-pentafluorobenzyl triphenyl phosphonium bromide). As a reaction SMILES: [F:1][C:2]1[C:9]([F:10])=[C:8]([F:11])[C:7]([F:12])=[C:6]([F:13])[C:3]=1[CH2:4][Br:5].[C:14]1([P:20]([C:27]2[CH:32]=[CH:31][CH:30]=[CH:29][CH:28]=2)[C:21]2[CH:26]=[CH:25][CH:24]=[CH:23][CH:22]=2)[CH:19]=[CH:18][CH:17]=[CH:16][CH:15]=1>C(OCC)C>[Br-:5].[F:1][C:2]1[C:9]([F:10])=[C:8]([F:11])[C:7]([F:12])=[C:6]([F:13])[C:3]=1[CH2:4][P+:20]([C:21]1[CH:22]=[CH:23][CH:24]=[CH:25][CH:26]=1)([C:27]1[CH:32]=[CH:31][CH:30]=[CH:29][CH:28]=1)[C:14]1[CH:15]=[CH:16][CH:17]=[CH:18][CH:19]=1 |f:3.4|. Procedure details: The toluene solution from Stage 1 was mixed with triphenyl phosphine (1 g) and heated at 130° C. for 3 hours. After cooling, the solution was diluted with diethyl ether (5 cm3) and the title compound filtered off, washed with hexane (4×5 cm3) and dried by suction. Procedure: The title compound was prepared starting from 60 mg (0.15 mmol) of the compound from Example 281 in analogy to the synthesis of the compound from Example 296. 62 mg (99% of theory) of the target compound were obtained as mixture of diastereomers. The product is ClC1=CC=C(C=C1)C(C1=CC=C(C#N)C=C1)C1=CNC2=C(C=CC=C12)CS(=O)C (4-[(4-Chlorophenyl){7-[(methylsulfinyl)methyl]-1H-indol-3-yl}methyl]benzonitrile). As a reaction SMILES: [Cl:1][C:2]1[CH:7]=[CH:6][C:5]([CH:8]([C:17]2[C:25]3[C:20](=[C:21]([CH2:26][S:27][CH3:28])[CH:22]=[CH:23][CH:24]=3)[NH:19][CH:18]=2)[C:9]2[CH:16]=[CH:15][C:12]([C:13]#[N:14])=[CH:11][CH:10]=2)=[CH:4][CH:3]=1.ClC1C=CC(C(C2C=CC(Cl)=CC=2)C2C3C(=C(CS(C)=[O:48])C=CC=3)NC=2)=CC=1>>[Cl:1][C:2]1[CH:3]=[CH:4][C:5]([CH:8]([C:17]2[C:25]3[C:20](=[C:21]([CH2:26][S:27]([CH3:28])=[O:48])[CH:22]=[CH:23][CH:24]=3)[NH:19][CH:18]=2)[C:9]2[CH:10]=[CH:11][C:12]([C:13]#[N:14])=[CH:15][CH:16]=2)=[CH:6][CH:7]=1. Reactants: ClC1=CC=C(C=C1)C(C1=CC=C(C#N)C=C1)C1=CNC2=C(C=CC=C12)CSC (4-[(4-Chlorophenyl){7-[(methylsulfanyl)methyl]-1H-indol-3-yl}methyl]benzonitrile), ClC1=CC=C(C=C1)C(C1=CNC2=C(C=CC=C12)CS(=O)C)C1=CC=C(C=C1)Cl (3-[Bis(4-chlorophenyl)methyl]-7-[(methylsulfinyl)methyl]-1H-indole). Isolated yield 65.0%. Run in C(Cl)Cl (CH2Cl2). The product is EtOAc hexanes, ClC=1C(=NOC1N(S(=O)(=O)C1=C(SC2=NC=CC=C21)CC2=CC=CC1=CC=CC=C21)COCCOC)C (N-(4-chloro-3-methyl-5-isoxazolyl)-N-(methoxyethoxymethyl)-2-(naphthylmethyl)thieno [2,3-b]pyridine-3-sulfonamide). As a reaction SMILES: [Cl:1][C:2]1C(C)=[N:4][O:5][C:6]=1[N:7]([CH2:35][O:36][CH2:37][CH2:38][O:39][CH3:40])[S:8]([C:11]1[C:19]2[C:14](=[N:15][CH:16]=[CH:17][CH:18]=2)[S:13][C:12]=1[CH2:20][C:21]1[CH:30]=[CH:29][C:28]2[C:23](=[CH:24][CH:25]=[CH:26][CH:27]=2)[C:22]=1OC(=O)C)(=[O:10])=[O:9].C([SiH]([CH2:47][CH3:48])CC)C.B(F)(F)F.CCOCC>C(Cl)Cl>[Cl:1][C:2]1[C:47]([CH3:48])=[N:4][O:5][C:6]=1[N:7]([CH2:35][O:36][CH2:37][CH2:38][O:39][CH3:40])[S:8]([C:11]1[C:19]2[C:14](=[N:15][CH:16]=[CH:17][CH:18]=2)[S:13][C:12]=1[CH2:20][C:21]1[C:22]2[C:27](=[CH:26][CH:25]=[CH:24][CH:23]=2)[CH:28]=[CH:29][CH:30]=1)(=[O:10])=[O:9] |f:2.3|. Procedure: The title compound was prepared by the method of Example 5(A) using N-(4-chloro-3-methyl-5-isoxazolyl)-N-(methoxyethoxymethyl)-2-(α-acetoxynaphthylmethyl)thieno [2,3-b]pyridine-3-sulfonamide (97 mg, 0.16 mmoles), CH2Cl2 (3 ml), triethylsilane (0.25 ml, 1.6 mmoles) and boron trifluoride etherate (0.19 ml, 1.6 mmoles). Flash chromatography (40% EtOAc/hexanes) provided 58 mg (66%) of the title compound as a yellow solid. Reactants: B(F)(F)F.CCOCC (boron trifluoride etherate), ClC=1C(=NOC1N(S(=O)(=O)C1=C(SC2=NC=CC=C21)CC2=C(C1=CC=CC=C1C=C2)OC(C)=O)COCCOC)C (N-(4-chloro-3-methyl-5-isoxazolyl)-N-(methoxyethoxymethyl)-2-(α-acetoxynaphthylmethyl)thieno [2,3-b]pyridine-3-sulfonamide), C(C)[SiH](CC)CC (triethylsilane).